Dataset: the Open Reaction Database (ORD), a public repository of structured organic reaction records. Task: describe an organic reaction: reactants, conditions, products, and yield As a reaction SMILES: [F:14][c:15]1[cH:16][c:17]([NH2:18])[cH:19][cH:20][c:21]1[O:22][CH3:23].[F:1][c:2]1[c:3]([S:10](=[O:11])(=[O:12])[Cl:13])[cH:4][cH:5][c:6]([F:9])[c:7]1[F:8]>>[F:1][c:2]1[c:3]([S:10](=[O:11])(=[O:12])[NH:18][c:17]2[cH:16][c:15]([F:14])[c:21]([O:22][CH3:23])[cH:20][cH:19]2)[cH:4][cH:5][c:6]([F:9])[c:7]1[F:8]. Product: COc1ccc(NS(=O)(=O)c2ccc(F)c(F)c2F)cc1F. The reactants are COc1ccc(N)cc1F, O=S(=O)(Cl)c1ccc(F)c(F)c1F. The reactants are O=C(C(C)C1=CC=C(CNS(=O)(=O)NC(OC(C)(C)C)=O)C=C1)NCC=1C(=NC(=CC1)C(F)(F)F)C=1C=C(C=CC1)C (tert-butyl N-(4-(1-oxo-1-((2-m-tolyl-6-(trifluoromethyl)pyridin-3-yl)methylamino)propan-2-yl)benzyl)sulfamoylcarbamate), C([O-])(O)=O.[Na+] (sodium bicarbonate). Solvent: ClCCl (dichloromethane). Run at time 12 hour. Product: S(N)(=O)(=O)NCC1=CC=C(C=C1)C(C(=O)NCC=1C(=NC(=CC1)C(F)(F)F)C=1C=C(C=CC1)C)C (2-(4-((sulfamoylamino)methyl)phenyl)-N-((2-m-tolyl-6-(trifluoromethyl)pyridin-3-yl)methyl)propanamide). Isolated yield 66.1%. RXN SMILES: [O:1]=[C:2]([NH:24][CH2:25][C:26]1[C:27]([C:36]2[CH:37]=[C:38]([CH3:42])[CH:39]=[CH:40][CH:41]=2)=[N:28][C:29]([C:32]([F:35])([F:34])[F:33])=[CH:30][CH:31]=1)[CH:3]([C:5]1[CH:23]=[CH:22][C:8]([CH2:9][NH:10][S:11]([NH:14]C(=O)OC(C)(C)C)(=[O:13])=[O:12])=[CH:7][CH:6]=1)[CH3:4].C(=O)(O)[O-].[Na+]>ClCCl>[S:11]([NH:10][CH2:9][C:8]1[CH:22]=[CH:23][C:5]([CH:3]([CH3:4])[C:2]([NH:24][CH2:25][C:26]2[C:27]([C:36]3[CH:37]=[C:38]([CH3:42])[CH:39]=[CH:40][CH:41]=3)=[N:28][C:29]([C:32]([F:33])([F:35])[F:34])=[CH:30][CH:31]=2)=[O:1])=[CH:6][CH:7]=1)(=[O:12])(=[O:13])[NH2:14] |f:1.2|. Procedure details: To a solution of tert-butyl N-(4-(1-oxo-1-((2-m-tolyl-6-(trifluoromethyl)pyridin-3-yl)methylamino)propan-2-yl)benzyl)sulfamoylcarbamate (250 mg, 0.412 mmol) in dichloromethane (2 mL) trifluoroacetic acid (0.2 mL) was added at room temperature. The mixture was stirred 12 h at room temperature. The mixture was neutralized by sodium bicarbonate to pH 7-8 and extracted with ethyl acetate and washed with brine. Drying over magnesium sulfate, evaporation of the ethyl acetate and purification by column... Reactants: [N+](=O)([O-])C1=C(C=CC=C1)C=CC(=O)OCC (ethyl 3-(2-nitrophenyl)acrylate), [H-].C(C(C)C)[Al+]CC(C)C (diisobutylaluminum hydride), S(=O)(=O)([O-])[O-].[Mg+2] (magnesium sulfate), [OH-].[Na+] (sodium hydroxide). Run in O (Water), C(C)OCC (diethyl ether), CCCCCC (hexane), C(C)OCC (diethyl ether), O (water). Reaction conditions: time 1 hour. The product is NC1=C(C=CC=C1)CCCO (3-(2-Aminophenyl)propan-1-ol). Yield: 87.0%. Reaction SMILES: [N+:1]([C:4]1[CH:9]=[CH:8][CH:7]=[CH:6][C:5]=1[CH:10]=[CH:11][C:12](OCC)=[O:13])([O-])=O.[H-].C([Al+]CC(C)C)C(C)C.[OH-].[Na+].S([O-])([O-])(=O)=O.[Mg+2]>C(OCC)C.CCCCCC.O>[NH2:1][C:4]1[CH:9]=[CH:8][CH:7]=[CH:6][C:5]=1[CH2:10][CH2:11][CH2:12][OH:13] |f:1.2,3.4,5.6|. Reported procedure: To a solution of ethyl 3-(2-nitrophenyl)acrylate (1.11 g) in diethyl ether (30 mL) was added a 1M diisobutylaluminum hydride solution in hexane (15.0 mL) under ice cooling. After stirring the solution under ice cooling for 1 hour, diethyl ether, water (0.6 mL) and a 15% aqueous sodium hydroxide solution (0.6 mL) were added thereto. The solution was stirred at room temperature for 15 minutes. Water (1.8 mL) was then added and the solution was stirred at room temperature for 15 minutes. Anhydrous ... Reactants: ClC1=CC=C(C=C1)/C=C/C=1C=C(C(=O)O)C=CC1OC (3-[(E)-2-(4-chlorophenyl)vinyl]-4-methoxy-benzoic acid), Cl.CN (methylamine hydrochloride). Product: ClC1=CC=C(C=C1)/C=C/C=1C=C(C(=O)NC)C=CC1OC (3-[(E)-2-(4-chlorophenyl)-vinyl]-4-methoxy-N-methyl-benzamide). RXN SMILES: [Cl:1][C:2]1[CH:7]=[CH:6][C:5](/[CH:8]=[CH:9]/[C:10]2[CH:11]=[C:12]([CH:16]=[CH:17][C:18]=2[O:19][CH3:20])[C:13](O)=[O:14])=[CH:4][CH:3]=1.Cl.[CH3:22][NH2:23]>>[Cl:1][C:2]1[CH:7]=[CH:6][C:5](/[CH:8]=[CH:9]/[C:10]2[CH:11]=[C:12]([CH:16]=[CH:17][C:18]=2[O:19][CH3:20])[C:13]([NH:23][CH3:22])=[O:14])=[CH:4][CH:3]=1 |f:1.2|. Reported procedure: The captioned compound was synthesized from 3-[(E)-2-(4-chlorophenyl)vinyl]-4-methoxy-benzoic acid and methylamine hydrochloride in accordance with the same procedure as in the manufacturing method described in step G of Example 1-2-1. Starting materials: ClC=1N=CC2=C(N(CCC(N2C)=O)C2CCCC2)N1 (2-chloro-9-cyclopentyl-5-methyl-5,7,8,9-tetrahydro-pyrimido[4,5-b][1,4]diazepin-6-one), NC1=C(C=C(C(=O)O)C=C1)OC (4-amino-3-methoxy-benzoic acid), C(C)O (ethanol). Reagents/catalysts: Cl (hydrochloric acid). Solvent: O (water). Product: C1(CCCC1)N1C2=C(N(C(CC1)=O)C)C=NC(=N2)NC2=C(C=C(C(=O)O)C=C2)OC (4-(9-cyclopentyl-5-methyl-6-oxo-6,7,8,9-tetrahydro-5H-pyrimido[4,5-b][1,4]diazepin-2-yl amino)-3-methoxy-benzoic acid). Yield: 70.9%. As a reaction SMILES: Cl[C:2]1[N:3]=[CH:4][C:5]2[N:11]([CH3:12])[C:10](=[O:13])[CH2:9][CH2:8][N:7]([CH:14]3[CH2:18][CH2:17][CH2:16][CH2:15]3)[C:6]=2[N:19]=1.[NH2:20][C:21]1[CH:29]=[CH:28][C:24]([C:25]([OH:27])=[O:26])=[CH:23][C:22]=1[O:30][CH3:31].C(O)C>Cl.O>[CH:14]1([N:7]2[CH2:8][CH2:9][C:10](=[O:13])[N:11]([CH3:12])[C:5]3[CH:4]=[N:3][C:2]([NH:20][C:21]4[CH:29]=[CH:28][C:24]([C:25]([OH:27])=[O:26])=[CH:23][C:22]=4[O:30][CH3:31])=[N:19][C:6]2=3)[CH2:18][CH2:17][CH2:16][CH2:15]1. Procedure: A mixture of 0.135 g (0.00048 mole) of 2-chloro-9-cyclopentyl-5-methyl-5,7,8,9-tetrahydro-pyrimido[4,5-b][1,4]diazepin-6-one (VII-10), 0.096 g (0.00058 mole) of 4-amino-3-methoxy-benzoic acid, 1 mL of ethanol, 3 mL of water, and 2 drops of hydrochloric acid was heated at 100 degrees overnight. Upon cooling, a precipitate formed which was collected by filtration to give 0.14 g of 4-(9-cyclopentyl-5-methyl-6-oxo-6,7,8,9-tetrahydro-5H-pyrimido[4,5-b][1,4]diazepin-2-yl amino)-3-methoxy-benzoic acid ... Reactants: [Al+3], COc1ccc2c(c1)c(C(=O)OCc1ccccc1)nn2Cc1ccccc1, CCOCC, [H-], [H-], [H-], [H-], [Li+], C1CCOC1. The product is COc1ccc2c(c1)c(CO)nn2Cc1ccccc1. As a reaction SMILES: [Al+3:35].[CH2:1]([c:2]1[cH:3][cH:4][cH:5][cH:6][cH:7]1)[n:8]1[n:9][c:10]([C:19](=[O:20])[O:21][CH2:22][c:23]2[cH:24][cH:25][cH:26][cH:27][cH:28]2)[c:11]2[cH:12][c:13]([O:17][CH3:18])[cH:14][cH:15][c:16]12.[CH3:29][CH2:30][O:31][CH2:32][CH3:33].[H-:34].[H-:37].[H-:38].[H-:39].[Li+:36].[O:40]1[CH2:41][CH2:42][CH2:43][CH2:44]1>>[CH2:1]([c:2]1[cH:3][cH:4][cH:5][cH:6][cH:7]1)[n:8]1[n:9][c:10]([CH2:19][OH:20])[c:11]2[cH:12][c:13]([O:17][CH3:18])[cH:14][cH:15][c:16]12. Reactants: C(C)(C)(C)OC(=O)N1CC(=CC2=CC(=CC=C12)OC)N (N-tert-butyloxycarbonyl-6-methoxy-3-aminoquinoline), Br (HBr). Conditions: temperature 0 celsius. The product is Br.Br.OC=1C=C2C=C(C=NC2=CC1)N (6-hydroxy-3-aminoquinoline di-hydrobromide). As a reaction SMILES: C(OC([N:8]1[C:17]2[C:12](=[CH:13][C:14]([O:18]C)=[CH:15][CH:16]=2)[CH:11]=[C:10]([NH2:20])[CH2:9]1)=O)(C)(C)C.[BrH:21]>>[BrH:21].[BrH:21].[OH:18][C:14]1[CH:13]=[C:12]2[C:17](=[CH:16][CH:15]=1)[N:8]=[CH:9][C:10]([NH2:20])=[CH:11]2 |f:2.3.4|. Procedure details: A stirred suspension of N-tert-butyloxycarbonyl-6-methoxy-3-aminoquinoline (Example 134, Step F) (0.274 g, 1 mmol) in HBr (48%, 2.5 mL) was heated at reflux for 48 h. The reaction was cooled to 0° C., and the yellow crystalline solid was filtered off and washed with a small amount of ice-cold water followed by acetone. The yellow crystalline solid was dried over P2O5 to give 6-hydroxy-3-aminoquinoline di-hydrobromide. Starting materials: ClC1=CC=C(C(=O)C=2C(=C(C=CC2)CCCC=O)C)C=C1 (4-[3'-(4-chlorobenzoyl)-2'-methyl-phenyl]-butyraldehyde), C(=O)(OCC)C=P(C1=CC=CC=C1)(C1=CC=CC=C1)C1=CC=CC=C1 (carbethoxy methylene triphenyl phosphorane). The solvent is C1(=CC=CC=C1)C (toluene). Run at time 17 hour. Yields the product ClC1=CC=C(CC=2C(=C(C=CC2)CCCC=CC(=O)O)C)C=C1 (6-[3'-(4-chlorobenzyl)-2'-methylphenyl]-hex-2-enoic acid). The yield is 41.0%. RXN SMILES: [Cl:1][C:2]1[CH:21]=[CH:20][C:5]([C:6]([C:8]2[C:9]([CH3:19])=[C:10]([CH2:14][CH2:15][CH2:16][CH:17]=O)[CH:11]=[CH:12][CH:13]=2)=O)=[CH:4][CH:3]=1.[C:22]([CH:27]=P(C1C=CC=CC=1)(C1C=CC=CC=1)C1C=CC=CC=1)([O:24]CC)=[O:23]>C1(C)C=CC=CC=1>[Cl:1][C:2]1[CH:21]=[CH:20][C:5]([CH2:6][C:8]2[C:9]([CH3:19])=[C:10]([CH2:14][CH2:15][CH2:16][CH:17]=[CH:27][C:22]([OH:24])=[O:23])[CH:11]=[CH:12][CH:13]=2)=[CH:4][CH:3]=1. Procedure: A mixture of 4.5 g of the said butyraldehyde and 5.48 g of carbethoxy methylene triphenyl phosphorane in 100 ml of toluene was refluxed under an inert atmosphere with stirring for 17 hours and the toluene was then evaporated. The residue was saponified with 30 ml of 2 N sodium hydroxide and 50 ml of methanol at 75°-80° C. and the methanol was then removed. Water was added to the mixture which was then washed with ether containing 20% of methylene chloride, was treated with activated carbon and f... Starting materials: COC=1C=CC=2C(C3=CC=C(C=C3OC2C1C=O)OC)(C)C (3,6-dimethoxy-9,9-dimethylxanthene-4-carboxaldehyde), C(OCC)(OCC)OCC (triethyl orthoformate), O.C1(=CC=C(C=C1)S(=O)(=O)O)C (p-toluenesulphonic acid monohydrate). The solvent is C(C)O (ethanol). Yields the product COC(C1=C(C=CC=2C(C3=CC=C(C=C3OC12)OC)(C)C)OC)OC (3,6-dimethoxy-9,9-dimethylxanthene-4-carboxaldehyde dimethyl acetal). Reaction SMILES: [CH3:1][O:2][C:3]1[CH:4]=[CH:5][C:6]2[C:7]([CH3:22])([CH3:21])[C:8]3[C:13]([O:14][C:15]=2[C:16]=1C=O)=[CH:12][C:11]([O:19][CH3:20])=[CH:10][CH:9]=3.[CH:23]([O:30][CH2:31]C)([O:27][CH2:28]C)OCC.O.C1(C)C=CC(S(O)(=O)=O)=CC=1>C(O)C>[CH3:31][O:30][CH:23]([O:27][CH3:28])[C:12]1[C:13]2[O:14][C:15]3[C:6](=[CH:5][CH:4]=[C:3]([O:2][CH3:1])[CH:16]=3)[C:7]([CH3:21])([CH3:22])[C:8]=2[CH:9]=[CH:10][C:11]=1[O:19][CH3:20] |f:2.3|. Reported procedure: A solution of 24.15 g of 3,6-dimethoxy-9,9-dimethylxanthene-4-carboxaldehyde in 50 ml of absolute ethanol was treated with 50 ml of triethyl orthoformate. After the addition of 100 mg of p-toluenesulphonic acid monohydrate the mixture was boiled under reflux for 1 hour, then cooled and poured into ice-cold sodium bicarbonate solution, whereupon the mixture was extracted twice with 200 ml of ether each time. The combined extracts were washed neutral with water, dried over Na2SO4 and concentrated....